Dataset: the Open Reaction Database (ORD), a public repository of structured organic reaction records. Task: describe an organic reaction: reactants, conditions, products, and yield Starting materials: C(C)(=O)O (acetic acid), [BH4-].[Na+] (sodium borohydride), C(C)(C)(C)C=1C=C(C(=C(C=O)C1)OC)[N+](=O)[O-] (5-tert-butyl-2-methoxy-3-nitro-benzaldehyde). The solvent is CO (methanol), ClCCl (dichloromethane), O (water). Conditions: time 2 hour. The product is C(C)(C)(C)C=1C=C(C(=C(C1)CO)OC)[N+](=O)[O-] ((5-tert-butyl-2-methoxy-3-nitro-phenyl)-methanol). Reaction SMILES: [C:1]([C:5]1[CH:6]=[C:7]([N+:15]([O-:17])=[O:16])[C:8]([O:13][CH3:14])=[C:9]([CH:12]=1)[CH:10]=[O:11])([CH3:4])([CH3:3])[CH3:2].[BH4-].[Na+].C(O)(=O)C>ClCCl.CO.O>[C:1]([C:5]1[CH:6]=[C:7]([N+:15]([O-:17])=[O:16])[C:8]([O:13][CH3:14])=[C:9]([CH2:10][OH:11])[CH:12]=1)([CH3:4])([CH3:2])[CH3:3] |f:1.2|. Procedure details: 3.47 g 5-tert-butyl-2-methoxy-3-nitro-benzaldehyde are dissolved in 15 ml dichloromethane and 15 ml of methanol, cooled to 0° C. and combined with 600 mg sodium borohydride. The mixture is allowed to come up to ambient temperature and stirred for 2 hours. Then the solvents are eliminated in vacuo, the residue is taken up in water and combined with 6 ml acetic acid. It is stirred vigorously for 5 minutes and then extracted twice with ethyl acetate. The combined organic phases are washed with satu... The reactants are C1CCOC1, CCO, CN1CCC(c2ccc([N+](=O)[O-])cc2)CC1, [H][H]. The product is CN1CCC(c2ccc(N)cc2)CC1. As a reaction SMILES: [CH2:22]1[O:23][CH2:24][CH2:25][CH2:26]1.[CH3:19][CH2:20][OH:21].[CH3:1][N:2]1[CH2:3][CH2:4][CH:5]([c:8]2[cH:9][cH:10][c:11]([N+:14]([O-:15])=[O:16])[cH:12][cH:13]2)[CH2:6][CH2:7]1.[H:17][H:18]>>[CH3:1][N:2]1[CH2:3][CH2:4][CH:5]([c:8]2[cH:9][cH:10][c:11]([NH2:14])[cH:12][cH:13]2)[CH2:6][CH2:7]1. Starting materials: Cc1c(F)cc(C(=O)NC2CC2)cc1-c1ccc2c(=O)n(CC3CC3)cc(C=O)c2c1, NC1CCNC1. Yields the product Cc1c(F)cc(C(=O)NC2CC2)cc1-c1ccc2c(=O)n(CC3CC3)cc(CN3CCC(N)C3)c2c1. RXN SMILES: [CH:1]1([NH:4][C:5]([c:6]2[cH:7][c:8](-[c:14]3[cH:15][c:16]4[c:17]([CH:29]=[O:30])[cH:18][n:19]([CH2:25][CH:26]5[CH2:27][CH2:28]5)[c:20](=[O:24])[c:21]4[cH:22][cH:23]3)[c:9]([CH3:13])[c:10]([F:12])[cH:11]2)=[O:31])[CH2:2][CH2:3]1.[NH:32]1[CH2:33][CH:34]([NH2:37])[CH2:35][CH2:36]1>>[CH:1]1([NH:4][C:5]([c:6]2[cH:7][c:8](-[c:14]3[cH:15][c:16]4[c:17]([CH2:29][N:32]5[CH2:33][CH:34]([NH2:37])[CH2:35][CH2:36]5)[cH:18][n:19]([CH2:25][CH:26]5[CH2:27][CH2:28]5)[c:20](=[O:24])[c:21]4[cH:22][cH:23]3)[c:9]([CH3:13])[c:10]([F:12])[cH:11]2)=[O:31])[CH2:2][CH2:3]1. Reactants: C#CCCCCNC(=O)c1cnc(S(=O)CC)s1, OCC1CO1, [H-], [Na+], C1CCOC1. The product is C#CCCCCNC(=O)c1cnc(OCC2CO2)s1. Reaction SMILES: [CH2:8]([S:9](=[O:10])[c:12]1[s:13][c:14]([C:17](=[O:18])[NH:19][CH2:20][CH2:21][CH2:22][CH2:23][C:24]#[CH:25])[cH:15][n:16]1)[CH3:11].[CH:3]1([CH2:4][OH:5])[CH2:6][O:7]1.[H-:1].[Na+:2].[O:26]1[CH2:27][CH2:28][CH2:29][CH2:30]1>>[CH:3]1([CH2:4][O:5][c:12]2[s:13][c:14]([C:17](=[O:18])[NH:19][CH2:20][CH2:21][CH2:22][CH2:23][C:24]#[CH:25])[cH:15][n:16]2)[CH2:6][O:7]1.